Dataset: the Open Reaction Database (ORD), a public repository of structured organic reaction records. Task: describe an organic reaction: reactants, conditions, products, and yield Starting materials: BrCC(=O)C1=CC=C(C=C1)NS(=O)(=O)NC(C)(C)C (N-[4-(Bromoacetyl)phenyl]-N'-tert.-butylsulfamide), CC(=O)C (acetone), C(C1=CC=CC=C1)NC(C)C (benzylisopropylamine). Solvent: CCOCC (ether). Run at time 5 hour. Yields the product Br.C(C1=CC=CC=C1)N(CC(=O)C1=CC=C(C=C1)NS(=O)(=O)NC(C)(C)C)C(C)C (N-[4-(N-benzyl-N-isopropylglycyl)phenyl]-N'-tert.-butylsulfamide Hydrobromide). RXN SMILES: [Br:1][CH2:2][C:3]([C:5]1[CH:10]=[CH:9][C:8]([NH:11][S:12]([NH:15][C:16]([CH3:19])([CH3:18])[CH3:17])(=[O:14])=[O:13])=[CH:7][CH:6]=1)=[O:4].CC(C)=O.[CH2:24]([NH:31][CH:32]([CH3:34])[CH3:33])[C:25]1[CH:30]=[CH:29][CH:28]=[CH:27][CH:26]=1>CCOCC>[BrH:1].[CH2:24]([N:31]([CH:32]([CH3:34])[CH3:33])[CH2:2][C:3]([C:5]1[CH:10]=[CH:9][C:8]([NH:11][S:12]([NH:15][C:16]([CH3:19])([CH3:18])[CH3:17])(=[O:14])=[O:13])=[CH:7][CH:6]=1)=[O:4])[C:25]1[CH:30]=[CH:29][CH:28]=[CH:27][CH:26]=1 |f:4.5|. Procedure details: The intermediate of Procedure 4 (10.0 g., 0.029 mole) is added portion-wise to an acetone solution (100 ml.) of benzylisopropylamine (9.0 g., 0.06 mole). The mixture is stirred for 5 hr. and then diluted with ether (400 ml.) to precipitate 4.9 g. of insoluble by-product benzylisopropylamine hydrobromide which is filtered and discarded. The filtrate is acidified with ethanolic hydrogen bromide to yield 13 g. (89%) of desired intermediate recrystallized from 95% ethanol, m.p. 195.5°-196.5° C. (dec...